This data is from the Open Reaction Database (ORD), a public repository of structured organic reaction records. The task is: describe an organic reaction: reactants, conditions, products, and yield Starting materials: CCCOC(=O)c1cc(O)c(O)c(O)c1, CC(CCC(=O)O)C1CCC2C3C(O)CC4CC(O)CCC4(C)C3CCC12C, [Na+], [OH-], O. Yields the product CCCOC(=O)c1cc(O)c(O)c(O)c1, CC(CCC(=O)[O-])C1CCC2C3C(O)CC4CC(O)CCC4(C)C3CCC12C. RXN SMILES: [C:29]([c:30]1[cH:31][c:32]([OH:33])[c:34]([OH:35])[c:36]([OH:37])[cH:38]1)(=[O:39])[O:40][CH2:41][CH2:42][CH3:43].[CH:1]12[CH2:2][CH:3]([OH:4])[CH2:5][CH2:6][C:7]1([CH3:8])[CH:9]1[CH2:10][CH2:11][C:12]3([CH3:13])[CH:14]([CH:22]([CH3:23])[CH2:24][CH2:25][C:26]([OH:27])=[O:28])[CH2:15][CH2:16][CH:17]3[CH:18]1[CH:19]([OH:20])[CH2:21]2.[Na+:46].[OH-:45].[OH2:44]>>[C:29]([c:30]1[cH:31][c:32]([OH:33])[c:34]([OH:35])[c:36]([OH:37])[cH:38]1)(=[O:39])[O:40][CH2:41][CH2:42][CH3:43].[CH:1]12[CH2:2][CH:3]([OH:4])[CH2:5][CH2:6][C:7]1([CH3:8])[CH:9]1[CH2:10][CH2:11][C:12]3([CH3:13])[CH:14]([CH:22]([CH3:23])[CH2:24][CH2:25][C:26](=[O:27])[O-:28])[CH2:15][CH2:16][CH:17]3[CH:18]1[CH:19]([OH:20])[CH2:21]2. Reactants: CN(/C=C/C(=O)C1=NN(C=CC1=O)C1=CC=C(C=C1)C(F)(F)F)C (3-((E)-3-Dimethylamino-acryloyl)-1-(4-trifluoromethyl-phenyl)-1H-pyridazin-4-one), C1(=CC=CC2=CC=CC=C12)NN (naphthalen-1-yl-hydrazine). The product is C1(=CC=CC2=CC=CC=C12)N1N=CC=C1C1=NN(C=CC1=O)C1=CC=C(C=C1)C(F)(F)F (3-(2-Naphthalen-1-yl-2H-pyrazol-3-yl)-1-(4-trifluoromethyl-phenyl)-1H-pyridazin-4-one). As a reaction SMILES: CN(C)/[CH:3]=[CH:4]/[C:5]([C:7]1[C:12](=[O:13])[CH:11]=[CH:10][N:9]([C:14]2[CH:19]=[CH:18][C:17]([C:20]([F:23])([F:22])[F:21])=[CH:16][CH:15]=2)[N:8]=1)=O.[C:25]1([NH:35][NH2:36])[C:34]2[C:29](=[CH:30][CH:31]=[CH:32][CH:33]=2)[CH:28]=[CH:27][CH:26]=1>>[C:25]1([N:35]2[C:5]([C:7]3[C:12](=[O:13])[CH:11]=[CH:10][N:9]([C:14]4[CH:19]=[CH:18][C:17]([C:20]([F:22])([F:21])[F:23])=[CH:16][CH:15]=4)[N:8]=3)=[CH:4][CH:3]=[N:36]2)[C:34]2[C:29](=[CH:30][CH:31]=[CH:32][CH:33]=2)[CH:28]=[CH:27][CH:26]=1. Reported procedure: The product was obtained starting from 3-((E)-3-Dimethylamino-acryloyl)-1-(4-trifluoromethyl-phenyl)-1H-pyridazin-4-one (A-22) and naphthalen-1-yl-hydrazine according to the method described for example 1. MS: M=433.2 (M+H)+ Starting materials: CC=1N(C(=CC1)C)[C@@H]1C[C@H]2CCC[C@]2(C1)C(=O)OC ((2R,3aR,6aR)-methyl 2-(2,5-dimethyl-1H-pyrrol-1-yl)octahydropentalene-3a-carboxylate), [OH-].[Na+] (sodium hydroxide), Cl (hydrochloric acid). Run in CO (methanol), O (water). Run at temperature 65 celsius. Yields the product CC=1N(C(=CC1)C)[C@@H]1C[C@H]2CCC[C@]2(C1)C(=O)O ((2R,3aR,6aR)-2-(2,5-dimethyl-1H-pyrrol-1-yl)octahydropentalene-3a-carboxylic acid). As a reaction SMILES: [CH3:1][C:2]1[N:3]([C@H:8]2[CH2:15][C@@:14]3([C:16]([O:18]C)=[O:17])[C@H:10]([CH2:11][CH2:12][CH2:13]3)[CH2:9]2)[C:4]([CH3:7])=[CH:5][CH:6]=1.[OH-].[Na+].Cl>CO.O>[CH3:1][C:2]1[N:3]([C@H:8]2[CH2:15][C@@:14]3([C:16]([OH:18])=[O:17])[C@H:10]([CH2:11][CH2:12][CH2:13]3)[CH2:9]2)[C:4]([CH3:7])=[CH:5][CH:6]=1 |f:1.2|. Procedure: To a solution of Example 1D (5.3 g, 20.3 mmol) in methanol (33 mL) and water (15 mL) was added a aqueous solution of sodium hydroxide (3.2 g, 80 mmol in 4 mL of water) and the mixture was heated at 65° C. for 16 hours. The mixture was cooled to room temperature, acidified to pH=4 with 4N hydrochloric acid. The solid was filtered to afford Example 1E which was used in next step without further purification. Reactants: ClC=1C=C(C=CC1OC)C1=NOC=C1C(=O)O (3-(3-chloro-4-methoxyphenyl)-isoxazole-4-carboxylic acid), C(C)N(C(C)C)C(C)C (N-ethyl-N-isopropylpropan-2-amine), CN(C)C(=[N+](C)C)ON1C2=C(C=CC=C2)N=N1.[B-](F)(F)(F)F (TBTU), CC1CC(CN1)(O)C1=CC=CC=C1 (5-methyl-3-phenylpyrrolidin-3-ol). The solvent is CN(C)C=O (DMF). The product is ClC=1C=C(C=CC1OC)C1=NOC=C1C(=O)N1CC(CC1C)(O)C1=CC=CC=C1 (1-{[3-(3-chloro-4-methoxyphenyl)isoxazol-4-yl]carbonyl}-5-methyl-3-phenylpyrrolidin-3-ol). Yield: 72.7%. Reaction SMILES: [Cl:1][C:2]1[CH:3]=[C:4]([C:10]2[C:14]([C:15]([OH:17])=O)=[CH:13][O:12][N:11]=2)[CH:5]=[CH:6][C:7]=1[O:8][CH3:9].C(N(C(C)C)C(C)C)C.CN(C(ON1N=NC2C=CC=CC1=2)=[N+](C)C)C.[B-](F)(F)(F)F.[CH3:49][CH:50]1[NH:54][CH2:53][C:52]([C:56]2[CH:61]=[CH:60][CH:59]=[CH:58][CH:57]=2)([OH:55])[CH2:51]1>CN(C=O)C>[Cl:1][C:2]1[CH:3]=[C:4]([C:10]2[C:14]([C:15]([N:54]3[CH:50]([CH3:49])[CH2:51][C:52]([C:56]4[CH:61]=[CH:60][CH:59]=[CH:58][CH:57]=4)([OH:55])[CH2:53]3)=[O:17])=[CH:13][O:12][N:11]=2)[CH:5]=[CH:6][C:7]=1[O:8][CH3:9] |f:2.3|. Reported procedure: A solution of 3-(3-chloro-4-methoxyphenyl)-isoxazole-4-carboxylic acid (10 mg, 0.04 mmol), N-ethyl-N-isopropylpropan-2-amine (14 μL, 0.08 mmol, 2 equ.) and TBTU (15 mg, 0.046 mmol, 1.2 equ.) in DMF (0.3 mL) was added to 5-methyl-3-phenylpyrrolidin-3-ol (7 mg, 0.04 mmol). After 1 h at rt the crude product was purified by RP-HPLC, evaporated and dried in vacuum to yield the title compound (12 mg). MS (ESI, pos. ion) m/z: calcd for C22H21ClN2O4: 412.1190, found 412.1189. Starting materials: C(O)([O-])=O.[Na+] (sodium hydrogencarbonate), CC1(CC(CC(C1)(C)C)C1=C(C=CC=C1)N1CCNCC1)C (1-[2-(3,3,5,5-tetramethylcyclohexyl)phenyl]piperazine), BrCCCF (1-bromo-3-fluoropropane), [I-].[Na+] (sodium iodide), C([O-])([O-])=O.[K+].[K+] (potassium carbonate). Run in C(C)OCC (diethyl ether), CN(C=O)C (dimethylformamide). Conditions: temperature 80 celsius, time 2 hour. Yields the product FCCCN1CCN(CC1)C1=C(C=CC=C1)C1CC(CC(C1)(C)C)(C)C (1-(3-fluoropropyl)-4-[2-(3,3,5,5-tetramethylcyclohexyl)phenyl]piperazine). RXN SMILES: [CH3:1][C:2]1([CH3:22])[CH2:7][C:6]([CH3:9])([CH3:8])[CH2:5][CH:4]([C:10]2[CH:15]=[CH:14][CH:13]=[CH:12][C:11]=2[N:16]2[CH2:21][CH2:20][NH:19][CH2:18][CH2:17]2)[CH2:3]1.Br[CH2:24][CH2:25][CH2:26][F:27].[I-].[Na+].C(=O)([O-])[O-].[K+].[K+].C(=O)([O-])O.[Na+]>C(OCC)C.CN(C)C=O>[F:27][CH2:26][CH2:25][CH2:24][N:19]1[CH2:18][CH2:17][N:16]([C:11]2[CH:12]=[CH:13][CH:14]=[CH:15][C:10]=2[CH:4]2[CH2:3][C:2]([CH3:22])([CH3:1])[CH2:7][C:6]([CH3:8])([CH3:9])[CH2:5]2)[CH2:21][CH2:20]1 |f:2.3,4.5.6,7.8|. Reported procedure: A mixture of 1-[2-(3,3,5,5-tetramethylcyclohexyl)phenyl]piperazine (30 mg, 0.1 mmol) produced in Example (8b), 1-bromo-3-fluoropropane (18.0 mg, 0.125 mmol), sodium iodide (1.5 mg, 0.01 mmol), potassium carbonate (20.8 mg, 0.15 mmol) and dimethylformamide (1 mL) was stirred for 2 hours at an external temperature of 80° C. Saturated aqueous solution of sodium hydrogencarbonate was added to the reaction mixture and extraction was performed with diethyl ether. The solvent was distilled off by nitro... Reactants: NC1=CC=CC(=N1)CC(=O)OCC (ethyl 2-(6-aminopyridin-2-yl)acetate), C=O (paraformaldehyde), [BH3-]C#N.[Na+] (NaBH3CN). Reagents/catalysts: CC(=O)O (AcOH). Solvent: CO (methanol). Reaction conditions: time 12 hour. Yields the product CN(C1=CC=CC(=N1)CC(=O)OCC)C (ethyl 2-(6-(dimethylamino)pyridin-2-yl)acetate). The yield is 57.9%. Reaction SMILES: N[C:2]1[N:7]=[C:6]([CH2:8][C:9]([O:11][CH2:12][CH3:13])=[O:10])[CH:5]=[CH:4][CH:3]=1.[CH2:14]=O.[BH3-][C:17]#[N:18].[Na+]>CO.CC(O)=O>[CH3:14][N:18]([CH3:17])[C:2]1[N:7]=[C:6]([CH2:8][C:9]([O:11][CH2:12][CH3:13])=[O:10])[CH:5]=[CH:4][CH:3]=1 |f:2.3|. Procedure: To the solution of ethyl 2-(6-aminopyridin-2-yl)acetate (150 mg, 0.83 mmol) and paraformaldehyde (54.8 mg, 1.83 mmol) in methanol (6 mL) was added NaBH3CN (130.3 mg, 2.08 mmol) and AcOH (1 drop, cat.). The mixture was stirred at room temperature for 12 h. Then, the reaction was quenched with aqueous ammonium chloride and extracted with DCM. The organic layer was with brine, dried over sodium sulfate and evaporated under reduced pressure. The residue was purified by a standard method to get desir... Reactants: BrC1=CC=2CC3=CC=CC=C3C2C=C1 (2-bromofluorene), C(C)(=O)OC(C)=O.[Al+3].[Cl-].[Cl-].[Cl-].[N+](=O)([O-])C1=CC=CC=C1 (acetic anhydride AlCl3 nitrobenzene). The product is BrC1=CC=C2C=3C=CC(=CC3CC2=C1)C(C)=O (1-(7-bromo-9H-fluoren-2-yl)-ethanone). As a reaction SMILES: [Br:1][C:2]1[CH:14]=[CH:13][C:12]2[C:11]3[C:6](=[CH:7][CH:8]=[CH:9][CH:10]=3)[CH2:5][C:4]=2[CH:3]=1.[C:15](OC(=O)C)(=[O:17])[CH3:16].[Al+3].[Cl-].[Cl-].[Cl-].[N+](C1C=CC=CC=1)([O-])=O>>[Br:1][C:2]1[CH:3]=[C:4]2[C:12]([C:11]3[CH:10]=[CH:9][C:8]([C:15](=[O:17])[CH3:16])=[CH:7][C:6]=3[CH2:5]2)=[CH:13][CH:14]=1 |f:1.2.3.4.5.6|. Procedure: 1-(7-bromo-9H-fluoren-2-yl)-ethanone is prepared by the reaction of 2-bromofluorene (available from Aldrich Chemical Company, Milwaukee, Wis.) with acetic anhydride/AlCl3/nitrobenzene according to Tsuno et al., Bull. Chem. Soc. Jpn., 51, 601-607 (1978), incorporated herein by reference.